This data is from the Open Reaction Database (ORD), a public repository of structured organic reaction records. The task is: describe an organic reaction: reactants, conditions, products, and yield Starting materials: C1CCC2=NCCCN2CC1, Cc1ccc(S(=O)(=O)OCCC(C)(O)c2ccccc2)cc1, Cc1cccc(N=C=O)c1, ClCCl. Product: Cc1cccc(N2CCC(C)(c3ccccc3)OC2=O)c1. RXN SMILES: [CH2:23]1[CH2:24][CH2:25][C:26]2=[N:31][CH2:30][CH2:29][CH2:28][N:27]2[CH2:32][CH2:33]1.[CH3:1][c:2]1[cH:3][cH:4][c:5]([S:6]([O:7][CH2:12][CH2:13][C:14]([CH3:15])([c:16]2[cH:17][cH:18][cH:19][cH:20][cH:21]2)[OH:22])(=[O:8])=[O:9])[cH:10][cH:11]1.[CH3:34][c:35]1[cH:36][c:37]([N:41]=[C:42]=[O:43])[cH:38][cH:39][cH:40]1.[Cl:44][CH2:45][Cl:46]>>[CH2:12]1[CH2:13][C:14]([CH3:15])([c:16]2[cH:17][cH:18][cH:19][cH:20][cH:21]2)[O:22][C:42](=[O:43])[N:41]1[c:37]1[cH:36][c:35]([CH3:34])[cH:40][cH:39][cH:38]1. Reactants: O=S1(=O)CCCN1Cc1ccc(Br)cc1, O=C([O-])[O-], CN(C)CC(=O)O, CS(C)=O, [Cu]I, FC(F)(F)c1n[nH]c2c1CCCC2, [K+], [K+]. Yields the product O=S1(=O)CCCN1Cc1ccc(-n2nc(C(F)(F)F)c3c2CCCC3)cc1. Reaction SMILES: [Br:1][c:2]1[cH:3][cH:4][c:5]([CH2:8][N:9]2[S:10](=[O:14])(=[O:15])[CH2:11][CH2:12][CH2:13]2)[cH:6][cH:7]1.[C:36](=[O:37])([O-:38])[O-:39].[CH3:29][N:30]([CH2:31][C:32](=[O:33])[OH:34])[CH3:35].[CH3:42][S:43]([CH3:44])=[O:45].[Cu:46][I:47].[F:16][C:17]([c:18]1[n:19][nH:20][c:21]2[c:26]1[CH2:25][CH2:24][CH2:23][CH2:22]2)([F:27])[F:28].[K+:40].[K+:41]>>[c:2]1(-[n:20]2[n:19][c:18]([C:17]([F:16])([F:27])[F:28])[c:26]3[c:21]2[CH2:22][CH2:23][CH2:24][CH2:25]3)[cH:3][cH:4][c:5]([CH2:8][N:9]2[S:10](=[O:14])(=[O:15])[CH2:11][CH2:12][CH2:13]2)[cH:6][cH:7]1. Reactants: C(C)NC(NC1=CC(=C(C=N1)B(O)O)C=1SC=C(N1)C(F)(F)F)=O (6-(3-ethylureido)-4-(4-(trifluoromethyl)thiazol-2-yl)pyridin-3-ylboronic acid), C(C)NC(NC1=CC(=C(C=N1)B(O)O)C=1SC=C(N1)C(F)(F)F)=O (6-(3-ethylureido)-4-(4-(trifluoromethyl)thiazol-2-yl)pyridin-3-ylboronic acid), C([O-])([O-])=O.[Na+].[Na+] (Sodium carbonate), BrC=1C=C2C(C(=CN(C2=NC1)CC)C(=O)OCCOP(=O)(OCC1=CC=CC=C1)OCC1=CC=CC=C1)=O (2-{[Bis(benzyloxy)phosphoryl]oxy}ethyl 6-bromo-1-ethyl-4-oxo-1,4-dihydro-1,8-naphthyridine-3-carboxylate), BrC=1C=C2C(C(=CN(C2=NC1)CC)C(=O)OCCOP(=O)(OCC1=CC=CC=C1)OCC1=CC=CC=C1)=O (2-{[Bis(benzyloxy)phosphoryl]oxy}ethyl 6-bromo-1-ethyl-4-oxo-1,4-dihydro-1,8-naphthyridine-3-carboxylate). The reagents and catalysts are [Pd].C1(=CC=CC=C1)P(C1=CC=CC=C1)C1=CC=CC=C1.C1(=CC=CC=C1)P(C1=CC=CC=C1)C1=CC=CC=C1.C1(=CC=CC=C1)P(C1=CC=CC=C1)C1=CC=CC=C1.C1(=CC=CC=C1)P(C1=CC=CC=C1)C1=CC=CC=C1 (Tetrakis (triphenylphosphine) palladium). Solvent: CN(C=O)C (dimethylformamide). Run at time 20 minute. Yields the product C(C)N1C=C(C(C2=CC(=CN=C12)C=1C=NC(=CC1C=1SC=C(N1)C(F)(F)F)NC(NCC)=O)=O)C(=O)OCCOP(=O)(OCC1=CC=CC=C1)OCC1=CC=CC=C1 (2-{[bis(benzyloxy)phosphoryl]oxy}ethyl 1-ethyl-6-{6-[(ethylcarbamoyl)amino]-4-[4-(trifluoromethyl)-1,3-thiazol-2-yl]pyridin-3-yl}-4-oxo-1,4-dihydro-1,8-naphthyridine-3-carboxylate). The yield is 62.9%. As a reaction SMILES: Br[C:2]1[CH:3]=[C:4]2[C:9](=[N:10][CH:11]=1)[N:8]([CH2:12][CH3:13])[CH:7]=[C:6]([C:14]([O:16][CH2:17][CH2:18][O:19][P:20]([O:30][CH2:31][C:32]1[CH:37]=[CH:36][CH:35]=[CH:34][CH:33]=1)([O:22][CH2:23][C:24]1[CH:29]=[CH:28][CH:27]=[CH:26][CH:25]=1)=[O:21])=[O:15])[C:5]2=[O:38].[CH2:39]([NH:41][C:42](=[O:62])[NH:43][C:44]1[N:49]=[CH:48][C:47](B(O)O)=[C:46]([C:53]2[S:54][CH:55]=[C:56]([C:58]([F:61])([F:60])[F:59])[N:57]=2)[CH:45]=1)[CH3:40].C(=O)([O-])[O-].[Na+].[Na+]>CN(C)C=O.[Pd].C1(P(C2C=CC=CC=2)C2C=CC=CC=2)C=CC=CC=1.C1(P(C2C=CC=CC=2)C2C=CC=CC=2)C=CC=CC=1.C1(P(C2C=CC=CC=2)C2C=CC=CC=2)C=CC=CC=1.C1(P(C2C=CC=CC=2)C2C=CC=CC=2)C=CC=CC=1>[CH2:12]([N:8]1[C:9]2[C:4](=[CH:3][C:2]([C:47]3[CH:48]=[N:49][C:44]([NH:43][C:42](=[O:62])[NH:41][CH2:39][CH3:40])=[CH:45][C:46]=3[C:53]3[S:54][CH:55]=[C:56]([C:58]([F:61])([F:59])[F:60])[N:57]=3)=[CH:11][N:10]=2)[C:5](=[O:38])[C:6]([C:14]([O:16][CH2:17][CH2:18][O:19][P:20]([O:30][CH2:31][C:32]2[CH:37]=[CH:36][CH:35]=[CH:34][CH:33]=2)([O:22][CH2:23][C:24]2[CH:25]=[CH:26][CH:27]=[CH:28][CH:29]=2)=[O:21])=[O:15])=[CH:7]1)[CH3:13] |f:2.3.4,6.7.8.9.10|. Procedure: 2-{[Bis(benzyloxy)phosphoryl]oxy}ethyl 6-bromo-1-ethyl-4-oxo-1,4-dihydro-1,8-naphthyridine-3-carboxylate (Intermediate 25, 80 mg, 0.133 mmol) was dissolved in dimethylformamide (15 mL), and the solution was purged with argon. Tetrakis (triphenylphosphine) palladium (15 mg, 0.013 mmol) and 6-(3-ethylureido)-4-(4-(trifluoromethyl)thiazol-2-yl)pyridin-3-ylboronic acid (Intermediate 9, 71 mg, 0.16 mmol) were added and the mixture was stirred for 20 min at room temperature. Sodium carbonate solution ... Starting materials: P(O)(O)(O)=O (phosphoric acid), OO (hydrogen peroxide), ClCCS(=O)(=O)CC(CC)(CS(=O)(=O)CCCl)CS(=O)(=O)CCCl (1,1,1-tris(2-chloroethylsulfonylmethyl)propane). The product is C(=C)S(=O)(=O)CC(CC)(CS(=O)(=O)C=C)CS(=O)(=O)C=C (1,1,1-tris(vinylsulfonylmethyl)propane). As a reaction SMILES: P(=O)(O)(O)O.OO.Cl[CH2:9][CH2:10][S:11]([CH2:14][C:15]([CH2:25][S:26]([CH2:29][CH2:30]Cl)(=[O:28])=[O:27])([CH2:18][S:19]([CH2:22][CH2:23]Cl)(=[O:21])=[O:20])[CH2:16][CH3:17])(=[O:13])=[O:12]>>[CH:29]([S:26]([CH2:25][C:15]([CH2:18][S:19]([CH:22]=[CH2:23])(=[O:21])=[O:20])([CH2:14][S:11]([CH:10]=[CH2:9])(=[O:13])=[O:12])[CH2:16][CH3:17])(=[O:28])=[O:27])=[CH2:30]. Procedure details: To 300 parts of ethanol were successively added 6.9 parts of metallic sodium, 23.4 parts of 2-mercaptoethanol and 18.9 parts of 1,1,1-tris(chloromethyl)propane in this order, and the resulting mixture was heated under reflux. Thereafter, the deposited sodium chloride was removed, and the solution was concentrated to obtain 1,1,1-tris(2-hydroxyethyl-thiomethyl) propane. This compound was added to 50 parts of chloroform, and 45 parts of thionyl chloride was dropped into the resulting mixture. Subs... The reactants are CCCCC1(N(C)C)CCC(c2[nH]c3ccccc3c2CCN2CCc3ccccc3C2)(c2[nH]c3ccccc3c2CCN2CCc3ccccc3C2)CC1, CCC(C)=O, C[Si](C)(C)Cl. Product: CCCCC1(N(C)C)CCC(c2[nH]c3ccccc3c2CCN2CCc3ccccc3C2)(c2[nH]c3ccccc3c2CCN2CCc3ccccc3C2)CC1, Cl. As a reaction SMILES: [CH2:1]([CH2:2][CH2:3][CH3:4])[C:5]1([N:53]([CH3:54])[CH3:55])[CH2:6][CH2:7][C:8]([c:11]2[nH:12][c:13]3[cH:14][cH:15][cH:16][cH:17][c:18]3[c:19]2[CH2:20][CH2:21][N:22]2[CH2:23][c:24]3[cH:25][cH:26][cH:27][cH:28][c:29]3[CH2:30][CH2:31]2)([c:32]2[nH:33][c:34]3[cH:35][cH:36][cH:37][cH:38][c:39]3[c:40]2[CH2:41][CH2:42][N:43]2[CH2:44][c:45]3[cH:46][cH:47][cH:48][cH:49][c:50]3[CH2:51][CH2:52]2)[CH2:9][CH2:10]1.[CH3:61][C:62]([CH2:63][CH3:64])=[O:65].[Cl:56][Si:57]([CH3:58])([CH3:59])[CH3:60]>>[CH2:1]([CH2:2][CH2:3][CH3:4])[C:5]1([N:53]([CH3:54])[CH3:55])[CH2:6][CH2:7][C:8]([c:11]2[nH:12][c:13]3[cH:14][cH:15][cH:16][cH:17][c:18]3[c:19]2[CH2:20][CH2:21][N:22]2[CH2:23][c:24]3[cH:25][cH:26][cH:27][cH:28][c:29]3[CH2:30][CH2:31]2)([c:32]2[nH:33][c:34]3[cH:35][cH:36][cH:37][cH:38][c:39]3[c:40]2[CH2:41][CH2:42][N:43]2[CH2:44][c:45]3[cH:46][cH:47][cH:48][cH:49][c:50]3[CH2:51][CH2:52]2)[CH2:9][CH2:10]1.[ClH:56].